From a dataset of the Open Reaction Database (ORD), a public repository of structured organic reaction records. describe an organic reaction: reactants, conditions, products, and yield Reactants: O1CCOC12CCC(CC2)OC2=CC=NC=C2 (4-(1,4-Dioxaspiro[4.5]decan-8-yloxy)pyridine), Cl (HCl). Run in CO (MeOH). Procedure: 4-(1,4-Dioxaspiro[4.5]decan-8-yloxy)pyridine (1.6 g, 6.808 mmol, 1.0 eq.) was dissolved in MeOH (16 ml). 6 M HCl solution (16 ml) was added at 0° C. to the solution and the mixture was then stirred for 16 hours at RT. After monitoring by TLC, the solvent was removed under reduced pressure and the residue was taken up in water (50 ml), adjusted to pH 9 with NaHCO3 solution and extracted with DCM (2×75 ml). The combined org. phases were washed with water and sat. NaCl solution (in each case 100 ml... Conditions: time 16 hour. Isolated yield 89.0%. The product is N1=CC=C(C=C1)OC1CCC(CC1)=O (4-(Pyridin-4-yloxy)cyclohexanone). Reaction SMILES: O1[C:5]2([CH2:10][CH2:9][CH:8]([O:11][C:12]3[CH:17]=[CH:16][N:15]=[CH:14][CH:13]=3)[CH2:7][CH2:6]2)[O:4]CC1.Cl>CO>[N:15]1[CH:16]=[CH:17][C:12]([O:11][CH:8]2[CH2:7][CH2:6][C:5](=[O:4])[CH2:10][CH2:9]2)=[CH:13][CH:14]=1. The reactants are O=C(Cl)C(=O)Cl, Cc1ccc(CC#N)c(C(=O)O)c1, CN(C)C=O, C1CCOC1. As a reaction SMILES: [C:19]([Cl:20])(=[O:21])[C:22]([Cl:23])=[O:24].[C:1](#[N:2])[CH2:3][c:4]1[c:5]([C:6](=[O:7])[OH:8])[cH:9][c:10]([CH3:13])[cH:11][cH:12]1.[CH3:14][N:15]([CH3:16])[CH:17]=[O:18].[O:25]1[CH2:26][CH2:27][CH2:28][CH2:29]1>>[C:1](#[N:2])[CH2:3][c:4]1[c:5]([C:6](=[O:7])[NH2:15])[cH:9][c:10]([CH3:13])[cH:11][cH:12]1. Product: Cc1ccc(CC#N)c(C(N)=O)c1. The reactants are C(C)(=O)N1CCC2=CC(=CC(=C12)C#N)CC(C)N (1-acetyl-5-(2-aminopropyl)indoline-7-carbonitrile), BrCCOC1=C(C=CC=C1)OCC(F)(F)F (1-(2-bromoethoxy)-2-(2,2,2-trifluoroethoxy)benzene), C([O-])(O)=O.[Na+] (sodium bicarbonate). Run in C(C)O (ethanol). Yields the product C(C)(=O)N1CCC2=CC(=CC(=C12)C#N)CC(C)NCCOC1=C(C=CC=C1)OCC(F)(F)F (1-acetyl-5-[2-[2-[2-(2,2,2-trifluoroethoxy)phenoxy]ethylamino]propyl]indoline-7-carbonitrile). The yield is 56.2%. Reaction SMILES: [C:1]([N:4]1[C:12]2[C:7](=[CH:8][C:9]([CH2:15][CH:16]([NH2:18])[CH3:17])=[CH:10][C:11]=2[C:13]#[N:14])[CH2:6][CH2:5]1)(=[O:3])[CH3:2].Br[CH2:20][CH2:21][O:22][C:23]1[CH:28]=[CH:27][CH:26]=[CH:25][C:24]=1[O:29][CH2:30][C:31]([F:34])([F:33])[F:32].C(=O)(O)[O-].[Na+]>C(O)C>[C:1]([N:4]1[C:12]2[C:7](=[CH:8][C:9]([CH2:15][CH:16]([NH:18][CH2:20][CH2:21][O:22][C:23]3[CH:28]=[CH:27][CH:26]=[CH:25][C:24]=3[O:29][CH2:30][C:31]([F:32])([F:33])[F:34])[CH3:17])=[CH:10][C:11]=2[C:13]#[N:14])[CH2:6][CH2:5]1)(=[O:3])[CH3:2] |f:2.3|. Reported procedure: To a solution of 1-acetyl-5-(2-aminopropyl)indoline-7-carbonitrile (1.37 g) and 1-(2-bromoethoxy)-2-(2,2,2-trifluoroethoxy)benzene (1.50 g) in ethanol (6 ml) was added sodium bicarbonate (0.47 g), and the mixture was reacted in a sealed tube at 95° C. for 12 hours. The reaction mixture was concentrated under reduced pressure, and the residue was purified by medium pressure liquid column chromatography on silica gel using a mixture of methylene chloride, diethyl ether and methanol (5/5/1) as elue... Reactants: O=C(c1ccc(Oc2ncccc2Br)cc1)c1nc2ncccc2[nH]1, CS(C)=O, [Na+], [Na+], O=C([O-])[O-], O, OB(O)c1cccnc1. The product is O=C(c1ccc(Oc2ncccc2-c2cccnc2)cc1)c1nc2ncccc2[nH]1. As a reaction SMILES: [Br:1][c:2]1[c:3]([O:8][c:9]2[cH:10][cH:11][c:12]([C:15](=[O:16])[c:17]3[nH:18][c:19]4[c:20]([n:21][cH:22][cH:23][cH:24]4)[n:25]3)[cH:13][cH:14]2)[n:4][cH:5][cH:6][cH:7]1.[CH3:41][S:42]([CH3:43])=[O:44].[Na+:35].[Na+:36].[O-:37][C:38](=[O:39])[O-:40].[OH2:45].[n:26]1[cH:27][c:28]([B:32]([OH:33])[OH:34])[cH:29][cH:30][cH:31]1>>[c:2]1(-[c:28]2[cH:27][n:26][cH:31][cH:30][cH:29]2)[c:3]([O:8][c:9]2[cH:10][cH:11][c:12]([C:15](=[O:16])[c:17]3[nH:18][c:19]4[c:20]([n:21][cH:22][cH:23][cH:24]4)[n:25]3)[cH:13][cH:14]2)[n:4][cH:5][cH:6][cH:7]1. Starting materials: NC1CCC(N)CC1, O=C(NC1CC1)c1ccc(Nc2cc(Cl)nn3c(C(=O)Nc4ccncc4)cnc23)cc1, O=C(O)C(F)(F)F. The product is NC1CCC(Nc2cc(Nc3ccc(C(=O)NC4CC4)cc3)c3ncc(C(=O)Nc4ccncc4)n3n2)CC1. As a reaction SMILES: [CH:33]1([NH2:40])[CH2:34][CH2:35][CH:36]([NH2:39])[CH2:37][CH2:38]1.[Cl:1][c:2]1[cH:3][c:4]([NH:20][c:21]2[cH:22][cH:23][c:24]([C:27]([NH:28][CH:29]3[CH2:30][CH2:31]3)=[O:32])[cH:25][cH:26]2)[c:5]2[n:6]([n:7]1)[c:8]([C:11](=[O:12])[NH:13][c:14]1[cH:15][cH:16][n:17][cH:18][cH:19]1)[cH:9][n:10]2.[F:41][C:42]([F:43])([F:44])[C:45]([OH:46])=[O:47]>>[c:2]1([NH:40][CH:33]2[CH2:34][CH2:35][CH:36]([NH2:39])[CH2:37][CH2:38]2)[cH:3][c:4]([NH:20][c:21]2[cH:22][cH:23][c:24]([C:27]([NH:28][CH:29]3[CH2:30][CH2:31]3)=[O:32])[cH:25][cH:26]2)[c:5]2[n:6]([n:7]1)[c:8]([C:11](=[O:12])[NH:13][c:14]1[cH:15][cH:16][n:17][cH:18][cH:19]1)[cH:9][n:10]2. Product: O1CCC2=C1C=CC(=C2)C2(C(N(C(N2)=O)CC(=O)N2[C@H](CN(CC2)C2=C(C=C(C=C2)C(C(F)(F)F)(C(F)(F)F)O)CCC)C)=O)C (5-(2,3-dihydrobenzofuran-5-yl)-3-(2-{(S)-4-[4-(1,1,1,3,3,3-hexafluoro-2-hydroxypropan-2-yl)-2-propylphenyl]-2-methylpiperazin-1-yl}-2-oxoethyl)-5-methylimidazolidine-2,4-dione). Reactants: BrCC(=O)N1[C@H](CN(CC1)C1=C(C=C(C=C1)C(C(F)(F)F)(C(F)(F)F)OCOC)CCC)C ((S)-2-bromo-1-(4-{4-[1,1,1,3,3,3-hexafluoro-2-(methoxymethoxy)propan-2-yl]-2-propylphenyl}-2-methylpiperazin-1-yl)ethanone), O1CCC2=C1C=CC(=C2)C2(C(NC(N2)=O)=O)C (5-(2,3-dihydrobenzofuran-5-yl)-5-methylimidazolidine-2,4-dione). Procedure details: (S)-2-bromo-1-(4-{4-[1,1,1,3,3,3-hexafluoro-2-(methoxymethoxy)propan-2-yl]-2-propylphenyl}-2-methylpiperazin-1-yl)ethanone and 5-(2,3-dihydrobenzofuran-5-yl)-5-methylimidazolidine-2,4-dione were used for a similar reaction and treatment as Examples 14-1 and 15-1, and the title compound was obtained as a yellow oil. RXN SMILES: Br[CH2:2][C:3]([N:5]1[CH2:10][CH2:9][N:8]([C:11]2[CH:16]=[CH:15][C:14]([C:17]([O:26]COC)([C:22]([F:25])([F:24])[F:23])[C:18]([F:21])([F:20])[F:19])=[CH:13][C:12]=2[CH2:30][CH2:31][CH3:32])[CH2:7][C@@H:6]1[CH3:33])=[O:4].[O:34]1[C:38]2[CH:39]=[CH:40][C:41]([C:43]3([CH3:50])[NH:47][C:46](=[O:48])[NH:45][C:44]3=[O:49])=[CH:42][C:37]=2[CH2:36][CH2:35]1>>[O:34]1[C:38]2[CH:39]=[CH:40][C:41]([C:43]3([CH3:50])[NH:47][C:46](=[O:48])[N:45]([CH2:2][C:3]([N:5]4[CH2:10][CH2:9][N:8]([C:11]5[CH:16]=[CH:15][C:14]([C:17]([OH:26])([C:18]([F:19])([F:21])[F:20])[C:22]([F:24])([F:25])[F:23])=[CH:13][C:12]=5[CH2:30][CH2:31][CH3:32])[CH2:7][C@@H:6]4[CH3:33])=[O:4])[C:44]3=[O:49])=[CH:42][C:37]=2[CH2:36][CH2:35]1.